This data is from the Open Reaction Database (ORD), a public repository of structured organic reaction records. The task is: describe an organic reaction: reactants, conditions, products, and yield Starting materials: C(C)OC(C(CC1=CC=C(C=C1)O)(OC1=CC=C(C=C1)C(C)(C)C)C)=O (3-(4-hydroxyphenyl)-2-methyl-2-(4-tert-butylphenoxy)-propionic acid ethyl ester), solution, polystyrene, CC1=C(N=C(O1)C1=CC=C(C=C1)C=1SC=CC1)CCOS(=O)(=O)C1=CC=C(C=C1)C (Toluene-4-sulfonic acid 2-(5-methyl-2-(4-thiophen-2-yl-phenyl)oxazol-4-yl)-ethyl ester). Solvent: C(C)O (ethanol), C(C)O (ethanol). Run at temperature 55 celsius. Product: CC(C(=O)O)(CC1=CC=C(C=C1)OCCC=1N=C(OC1C)C1=CC=C(C=C1)C=1SC=CC1)OC1=CC=C(C=C1)C(C)(C)C (2-Methyl-3-(4-{2-[5-methyl-2-(4-thiophen-2-yl-phenyl)-oxazol-4-yl]-ethoxy}-phenyl)-2-(4-tert-butylphenoxy) -propionic acid). Yield: 11.0%. Reaction SMILES: [CH3:1][C:2]1[O:6][C:5]([C:7]2[CH:12]=[CH:11][C:10]([C:13]3[S:14][CH:15]=[CH:16][CH:17]=3)=[CH:9][CH:8]=2)=[N:4][C:3]=1[CH2:18][CH2:19][O:20]S(C1C=CC(C)=CC=1)(=O)=O.C([O:33][C:34](=[O:56])[C:35]([CH3:55])([O:44][C:45]1[CH:50]=[CH:49][C:48]([C:51]([CH3:54])([CH3:53])[CH3:52])=[CH:47][CH:46]=1)[CH2:36][C:37]1[CH:42]=[CH:41][C:40](O)=[CH:39][CH:38]=1)C>C(O)C>[CH3:55][C:35]([O:44][C:45]1[CH:46]=[CH:47][C:48]([C:51]([CH3:54])([CH3:53])[CH3:52])=[CH:49][CH:50]=1)([CH2:36][C:37]1[CH:42]=[CH:41][C:40]([O:20][CH2:19][CH2:18][C:3]2[N:4]=[C:5]([C:7]3[CH:8]=[CH:9][C:10]([C:13]4[S:14][CH:15]=[CH:16][CH:17]=4)=[CH:11][CH:12]=3)[O:6][C:2]=2[CH3:1])=[CH:39][CH:38]=1)[C:34]([OH:56])=[O:33]. Procedure: Toluene-4-sulfonic acid 2-(5-methyl-2-(4-thiophen-2-yl-phenyl)oxazol-4-yl)-ethyl ester(0.132 mmol) (see Ex. 3, Part B) was added to a one dram, screw-cap vial and diluted with ethanol (0.5 mL). To this solution are added 3-(4-hydroxyphenyl)-2-methyl-2-(4-tert-butylphenoxy)-propionic acid ethyl ester (0.5 mL of a 0.264 M solution in ethanol, 0.132 mmol) (see Ex. 15, Part B) and polystyrene bound 1,5,7-triazabicyclo[4.4.0]dec-5-ene (100–125 mg, 2.6 mmol/g) and the vial was tightly closed. The reac...